This data is from the Open Reaction Database (ORD), a public repository of structured organic reaction records. The task is: describe an organic reaction: reactants, conditions, products, and yield The reactants are C(=O)(OCC)C(OC1=C(C=C(C=C1CCC)CN1C(=NC=2C1=NC(=CC2C)C)CC)CCC)CCC2=CC=CC=C2 (3-[4-(1-carboethoxy-1-(2-phenylethyl)methoxy) -3,5-dipropylphenylmethyl]-5,7-dimethyl-2-ethyl-3H-imidazo[4,5-b]-pyridine), solution, [OH-].[Na+] (sodium hydroxide), Cl (hydrochloric acid). Solvent: C(C)O (ethanol). Reaction conditions: time 8 hour. Product: C(=O)(O)C(OC1=C(C=C(C=C1CCC)CN1C(=NC=2C1=NC(=CC2C)C)CC)CCC)CCC2=CC=CC=C2 (3-[4-(1-carboxy-1-(2-phenylethyl)methoxy) -3,5-dipropylphenylmethyl]-5,7-dimethyl-2-ethyl-3H-imidazo [4,5-b]-pyridine). The yield is 78.1%. As a reaction SMILES: [C:1]([CH:6]([CH2:34][CH2:35][C:36]1[CH:41]=[CH:40][CH:39]=[CH:38][CH:37]=1)[O:7][C:8]1[C:13]([CH2:14][CH2:15][CH3:16])=[CH:12][C:11]([CH2:17][N:18]2[C:22]3=[N:23][C:24]([CH3:28])=[CH:25][C:26]([CH3:27])=[C:21]3[N:20]=[C:19]2[CH2:29][CH3:30])=[CH:10][C:9]=1[CH2:31][CH2:32][CH3:33])([O:3]CC)=[O:2].[OH-].[Na+].Cl>C(O)C>[C:1]([CH:6]([CH2:34][CH2:35][C:36]1[CH:41]=[CH:40][CH:39]=[CH:38][CH:37]=1)[O:7][C:8]1[C:13]([CH2:14][CH2:15][CH3:16])=[CH:12][C:11]([CH2:17][N:18]2[C:22]3=[N:23][C:24]([CH3:28])=[CH:25][C:26]([CH3:27])=[C:21]3[N:20]=[C:19]2[CH2:29][CH3:30])=[CH:10][C:9]=1[CH2:31][CH2:32][CH3:33])([OH:3])=[O:2] |f:1.2|. Procedure details: To a magnetically stirred solution of 0.138 g (0.25 mmol) of the product of Step A in 1.0 mL ethanol was added 0.5 mL of a 5.0N solution of sodium hydroxide and the reaction was stirred at room temperature overnight. The reaction mixture was adjusted to pH=6 with 1.0N hydrochloric acid and then concentrated in vacuo. The residue was then purified on a silica gel flash chromatography column eluted with CHCl3 --MeOH--NH4OH (80:15:1). Evaporation of the purified fractions and drying in vacuo afford...